Dataset: the Open Reaction Database (ORD), a public repository of structured organic reaction records. Task: describe an organic reaction: reactants, conditions, products, and yield The reactants are C(#N)C=1N=CN(C1CC#N)[C@H]1[C@@H](OCC2=CC=CC=C2)[C@H](OCC2=CC=CC=C2)[C@H](O1)COCC1=CC=CC=C1 (4-cyano-5-cyanomethyl-1-(2,3,5-tri-O-benzyl-β-D-arabinofuranosyl)imidazole), N (ammonia), steel. Run in CO (methanol). Yields the product NC1=NC(=CC2=C1N=CN2[C@H]2[C@@H](OCC1=CC=CC=C1)[C@H](OCC1=CC=CC=C1)[C@H](O2)COCC2=CC=CC=C2)N (4,6-diamino-1-(2,3,5-tri-O-benzyl-β-D-arabinofuranosyl)imidazo[4,5-c]pyridine). As a reaction SMILES: [C:1]([C:3]1[N:4]=[CH:5][N:6]([C@@H:11]2[O:31][C@H:30]([CH2:32][O:33][CH2:34][C:35]3[CH:40]=[CH:39][CH:38]=[CH:37][CH:36]=3)[C@@H:21]([O:22][CH2:23][C:24]3[CH:29]=[CH:28][CH:27]=[CH:26][CH:25]=3)[C@@H:12]2[O:13][CH2:14][C:15]2[CH:20]=[CH:19][CH:18]=[CH:17][CH:16]=2)[C:7]=1[CH2:8][C:9]#[N:10])#[N:2].[NH3:41]>CO>[NH2:2][C:1]1[C:3]2[N:4]=[CH:5][N:6]([C@@H:11]3[O:31][C@H:30]([CH2:32][O:33][CH2:34][C:35]4[CH:36]=[CH:37][CH:38]=[CH:39][CH:40]=4)[C@@H:21]([O:22][CH2:23][C:24]4[CH:25]=[CH:26][CH:27]=[CH:28][CH:29]=4)[C@@H:12]3[O:13][CH2:14][C:15]3[CH:16]=[CH:17][CH:18]=[CH:19][CH:20]=3)[C:7]=2[CH:8]=[C:9]([NH2:41])[N:10]=1. Reported procedure: A mixture of 6.0 g of 4-cyano-5-cyanomethyl-1-(2,3,5-tri-O-benzyl-β-D-arabinofuranosyl)imidazole and 300 ml of dry methanol saturated at 0° C. with ammonia is kept in a steel bomb at ambient temperatures for 24 hours and then evaporated in vacuo to dryness. The residue is triturated with ether, dissolved in methanol, absorbed on silica gel, and chromatographed over silica gel with chloroform-methanol (10:1) to provide 4.0 g of 4,6-diamino-1-(2,3,5-tri-O-benzyl-β-D-arabinofuranosyl)imidazo[4,5-c]... Run in O1CCCC1.C1(=CC=CC=C1)C (tetrahydrofurane toluene), O (water). Reactants: [F-].[Cs+] (caesium fluoride), [Si](C)(C)(C(C)(C)C)O[C@@H]1C=2C(=C(C(=NC2CC(C1)(C)C)C1CCOCC1)[C@H](O)C1=CC=C(C=C1)C(C)(C)C)I ((R)—((S)-5-(tert-butyldimethylsilyloxy)-4-iodo-7,7-dimethyl-2-(tetrahydro-2H-pyran-4-yl)-5,6,7,8-tetrahydroquinolin-3-yl)(4-tert-butylphenyl)methanol), C([O-])([O-])=O.[Cs+].[Cs+] (caesium carbonate), O1CCC(=CC1)B1OC(C(O1)(C)C)(C)C (2-(3,6-dihydro-2H-pyran-4-yl)-4,4,5,5-tetramethyl-1,3,2-dioxaborolane), solution. Procedure details: Obtained by starting from (R)—((S)-5-(tert-butyldimethylsilyloxy)-4-iodo-7,7-dimethyl-2-(tetrahydro-2H-pyran-4-yl)-5,6,7,8-tetrahydroquinolin-3-yl)(4-tert-butylphenyl)methanol and 2-(3,6-dihydro-2H-pyran-4-yl)-4,4,5,5-tetramethyl-1,3,2-dioxaborolane. A 2 M solution of caesium carbonate in water is used instead caesium fluoride. The reaction is run in tetrahydrofurane/toluene 4:1. Yields the product [Si](C)(C)(C(C)(C)C)O[C@@H]1C=2C(=C(C(=NC2CC(C1)(C)C)C1CCOCC1)[C@H](O)C1=CC=C(C=C1)C(C)(C)C)C=1CCOCC1 ((R)—((S)-5-(tert-butyldimethylsilyloxy)-4-(3,6-dihydro-2H-pyran-4-yl)-7,7-dimethyl-2-(tetrahydro-2H-pyran-4-yl)-5,6,7,8-tetrahydroquinolin-3-yl)(4-tert-butylphenyl)methanol). Reaction SMILES: [Si:1]([O:8][C@H:9]1[CH2:18][C:17]([CH3:20])([CH3:19])[CH2:16][C:15]2[N:14]=[C:13]([CH:21]3[CH2:26][CH2:25][O:24][CH2:23][CH2:22]3)[C:12]([C@@H:27]([C:29]3[CH:34]=[CH:33][C:32]([C:35]([CH3:38])([CH3:37])[CH3:36])=[CH:31][CH:30]=3)[OH:28])=[C:11](I)[C:10]1=2)([C:4]([CH3:7])([CH3:6])[CH3:5])([CH3:3])[CH3:2].[O:40]1[CH2:45][CH:44]=[C:43](B2OC(C)(C)C(C)(C)O2)[CH2:42][CH2:41]1.C(=O)([O-])[O-].[Cs+].[Cs+].[F-].[Cs+]>O.O1CCCC1.C1(C)C=CC=CC=1>[Si:1]([O:8][C@H:9]1[CH2:18][C:17]([CH3:20])([CH3:19])[CH2:16][C:15]2[N:14]=[C:13]([CH:21]3[CH2:26][CH2:25][O:24][CH2:23][CH2:22]3)[C:12]([C@@H:27]([C:29]3[CH:34]=[CH:33][C:32]([C:35]([CH3:38])([CH3:37])[CH3:36])=[CH:31][CH:30]=3)[OH:28])=[C:11]([C:43]3[CH2:44][CH2:45][O:40][CH2:41][CH:42]=3)[C:10]1=2)([C:4]([CH3:7])([CH3:6])[CH3:5])([CH3:3])[CH3:2] |f:2.3.4,5.6,8.9|. Reactants: C(C1=CC=CC=C1)N1C(N(CC1)C=1SC(=C(N1)C)C(=O)O)=O (2-(3-benzyl-2-oxoimidazolidin-1-yl)-4-methylthiazole-5-carboxylic acid), C1(CC1)CCN1C(N(CC1)C=1SC(=C(N1)C)C(=O)O)=O (2-(3-(2-cyclopropylethyl)-2-oxoimidazolidin-1-yl)-4-methylthiazole-5-carboxylic acid), NCC=1C=NC=CC1 (3-(aminomethyl)pyridine). Product: C1(CC1)CCN1C(N(CC1)C=1SC(=C(N1)C)C(=O)NCC=1C=NC=CC1)=O (2-(3-(2-cyclopropylethyl)-2-oxoimidazolidin-1-yl)-4-methyl-N-(pyridin-3-ylmethyl)thiazole-5-carboxamide). The yield is 40.0%. As a reaction SMILES: [CH2:1]([N:8]1[CH2:12][CH2:11][N:10]([C:13]2[S:14][C:15]([C:19]([OH:21])=O)=[C:16]([CH3:18])[N:17]=2)[C:9]1=[O:22])[C:2]1[CH:7]=[CH:6][CH:5]=CC=1.C1(CCN2CCN(C3SC(C(O)=O)=C(C)N=3)C2=O)CC1.[NH2:43][CH2:44][C:45]1[CH:46]=[N:47][CH:48]=[CH:49][CH:50]=1>>[CH:7]1([CH2:2][CH2:1][N:8]2[CH2:12][CH2:11][N:10]([C:13]3[S:14][C:15]([C:19]([NH:43][CH2:44][C:45]4[CH:46]=[N:47][CH:48]=[CH:49][CH:50]=4)=[O:21])=[C:16]([CH3:18])[N:17]=3)[C:9]2=[O:22])[CH2:6][CH2:5]1. Procedure: Following the procedure as describe in Example 9, making variations as required to replace 2-(3-benzyl-2-oxoimidazolidin-1-yl)-4-methylthiazole-5-carboxylic acid with 2-(3-(2-cyclopropylethyl)-2-oxoimidazolidin-1-yl)-4-methylthiazole-5-carboxylic acid to react with 3-(aminomethyl)pyridine, the title compound was obtained as a white powder in 40% yield: mp 146-147° C. (ethyl acetate/hexanes); 1H NMR (300 MHz, CDCl3) δ 8.54 (s, 1H), 8.43 (d, J=3.0 Hz, 1H), 7.63 (d, J=7.8 Hz, 1H), 7.23-7.17 (m, 1H)... The reactants are C(C1=CC=CC=C1)OC(=O)C1=CN(C2=CC=CC=C12)C(N)=O (1-Carbamoyl-1H-indole-3-carboxylic acid benzyl ester). The reagents and catalysts are [Pd] (Pd/C). The solvent is CN(C)C=O.C1CCOC1 (DMF THF), CCOCC (Et2O). Conditions: time 8 hour. Product: C(N)(=O)N1C=C(C2=CC=CC=C12)C(=O)O (1-carbamoyl-1H-indole-3-carboxylic acid). RXN SMILES: C([O:8][C:9]([C:11]1[C:19]2[C:14](=[CH:15][CH:16]=[CH:17][CH:18]=2)[N:13]([C:20](=[O:22])[NH2:21])[CH:12]=1)=[O:10])C1C=CC=CC=1>CN(C=O)C.C1COCC1.CCOCC.[Pd]>[C:20]([N:13]1[C:14]2[C:19](=[CH:18][CH:17]=[CH:16][CH:15]=2)[C:11]([C:9]([OH:10])=[O:8])=[CH:12]1)(=[O:22])[NH2:21] |f:1.2|. Reported procedure: 1-Carbamoyl-1H-indole-3-carboxylic acid benzyl ester (1.33 g, 4.52 mmol) was dissolved in a mixture of DMF/THF 1:1 (28 mL), Pd/C (10%, 250 mg) was added and the solution was degassed 3 times replacing air with nitrogen then nitrogen with hydrogen. The reaction mixture was further stirred under hydrogen atmosphere overnight and the catalyst was removed through a pad of Celite and washed with THF. The solvents were concentrated under high vacuum to give a yellow solid which was taken up in Et2O an...